Dataset: the Open Reaction Database (ORD), a public repository of structured organic reaction records. Task: describe an organic reaction: reactants, conditions, products, and yield Starting materials: CC(=O)N1C=C(c2ccccc2)N(CC(=O)O)C(=O)C1C(C)C, ClCCl, CN1CCOCC1, CCN=C=NCCCN(C)C, CCOC(C)=O, Cl, NC(CO)Cc1ccccc1, Oc1cccc2[nH]nnc12. Product: CC(=O)N1C=C(c2ccccc2)N(CC(=O)NC(CO)Cc2ccccc2)C(=O)C1C(C)C. Reaction SMILES: [C:29]([CH3:30])(=[O:31])[N:32]1[CH:33]([CH:49]([CH3:50])[CH3:51])[C:34](=[O:48])[N:35]([CH2:44][C:45](=[O:46])[OH:47])[C:36]([c:38]2[cH:39][cH:40][cH:41][cH:42][cH:43]2)=[CH:37]1.[CH2:64]([Cl:65])[Cl:66].[CH3:1][N:2]1[CH2:3][CH2:4][O:5][CH2:6][CH2:7]1.[CH3:53][N:54]([CH3:55])[CH2:56][CH2:57][CH2:58][N:59]=[C:60]=[N:61][CH2:62][CH3:63].[CH3:67][CH2:68][O:69][C:70](=[O:71])[CH3:72].[ClH:52].[NH2:18][CH:19]([CH2:20][c:21]1[cH:22][cH:23][cH:24][cH:25][cH:26]1)[CH2:27][OH:28].[OH:8][c:9]1[c:10]2[n:11][n:12][nH:13][c:14]2[cH:15][cH:16][cH:17]1>>[NH:18]([CH:19]([CH2:20][c:21]1[cH:22][cH:23][cH:24][cH:25][cH:26]1)[CH2:27][OH:28])[C:45]([CH2:44][N:35]1[C:34](=[O:48])[CH:33]([CH:49]([CH3:50])[CH3:51])[N:32]([C:29]([CH3:30])=[O:31])[CH:37]=[C:36]1[c:38]1[cH:39][cH:40][cH:41][cH:42][cH:43]1)=[O:46]. Starting materials: FC1(CCC(CC1)CNC(=O)C=1C=2C=CC(=NC2C=CC1Cl)Cl)F (2,6-dichloro-quinoline-5-carboxylic acid (4,4-difluoro-cyclohexylmethyl)-amide), CCN(C(C)C)C(C)C (DIPEA), N1C[C@@H](CC1)CO ((R)-pyrrolidin-3-ylmethanol). The product is FC1(CCC(CC1)CNC(=O)C=1C=2C=CC(=NC2C=CC1Cl)N1C[C@@H](CC1)CO)F (6-Chloro-2-((R)-3-hydroxymethyl-pyrrolidin-1-yl)-quinoline-5-carboxylic acid (4,4-difluoro-cyclohexylmethyl)-amide). As a reaction SMILES: [F:1][C:2]1([F:24])[CH2:7][CH2:6][CH:5]([CH2:8][NH:9][C:10]([C:12]2[C:13]3[CH:14]=[CH:15][C:16](Cl)=[N:17][C:18]=3[CH:19]=[CH:20][C:21]=2[Cl:22])=[O:11])[CH2:4][CH2:3]1.CCN(C(C)C)C(C)C.[NH:34]1[CH2:38][CH2:37][C@@H:36]([CH2:39][OH:40])[CH2:35]1>>[F:1][C:2]1([F:24])[CH2:7][CH2:6][CH:5]([CH2:8][NH:9][C:10]([C:12]2[C:13]3[CH:14]=[CH:15][C:16]([N:34]4[CH2:38][CH2:37][C@@H:36]([CH2:39][OH:40])[CH2:35]4)=[N:17][C:18]=3[CH:19]=[CH:20][C:21]=2[Cl:22])=[O:11])[CH2:4][CH2:3]1. Reported procedure: The title compound was synthesized according to the procedure described in example 1 using 2,6-dichloro-quinoline-5-carboxylic acid (4,4-difluoro-cyclohexylmethyl)-amide, DIPEA and (R)-pyrrolidin-3-ylmethanol. 1H NMR (400 MHz, DMSO-d6) δ ppm 7.75 (1H), 7.48 (2H), 6.69 (1H), 4.72 (1H), 3.66 (m, 2H), 3.49 (m, 2H), 3.32 (m, 2H), 2.44 (m, 2H), 2.06 (m, 2H), 1.85 (m, 2H), 1.74-1.76 (m, 5H), 1.27-1.30 (m, 2H). m/z: 438 [M+H] Starting materials: CC(C)(C)[O-], CS(C)=O, CC1CC(=O)C=C2CCC3C4CCC(=O)C4(C)CCC3C21C, [Cl-], [K+], [NH4+]. Yields the product CC1CC(=O)CC2=CCC3C4CCC(=O)C4(C)CCC3C21C. Reaction SMILES: [CH3:1][C:2]([CH3:3])([O-:4])[CH3:5].[CH3:31][S:32]([CH3:33])=[O:34].[CH3:7][CH:8]1[CH2:9][C:10](=[O:28])[CH:11]=[C:12]2[CH2:13][CH2:14][CH:15]3[CH:16]4[CH2:17][CH2:18][C:19](=[O:27])[C:20]4([CH3:21])[CH2:22][CH2:23][CH:24]3[C:25]12[CH3:26].[Cl-:29].[K+:6].[NH4+:30]>>[CH3:7][CH:8]1[CH2:9][C:10](=[O:28])[CH2:11][C:12]2=[CH:13][CH2:14][CH:15]3[CH:16]4[CH2:17][CH2:18][C:19](=[O:27])[C:20]4([CH3:21])[CH2:22][CH2:23][CH:24]3[C:25]12[CH3:26].